This data is from the Open Reaction Database (ORD), a public repository of structured organic reaction records. The task is: describe an organic reaction: reactants, conditions, products, and yield The reactants are BrCCCCC[C@H]1[C@H]2[C@@H]3CCC([C@@]3(C)C[C@@H]([C@@H]2C=2C=CC(=CC2C1)O)F)O (7α-(5-bromopentyl)-11β-fluor-estra-1,3,5(10)-triene-3,17-diol), FC(CCCNC)(C(C(C(C(C(C(C(F)(F)F)(F)F)(F)F)(F)F)(F)F)(F)F)(F)F)F ((4,4,5,5,6,6,7,7,8,8,9,9,10,10,11,11,11-heptadecafluor-undecyl)-methyl-amine), CN1C(CCC1)=O (1-methyl-2-pyrrolidinone), [Cl-].[Na+] (sodium chloride). Yields the product F[C@@H]1[C@@H]2C=3C=CC(=CC3C[C@H]([C@H]2[C@@H]2CC[C@@H]([C@@]2(C)C1)O)CCCCCN(C)CCCC(C(C(C(C(C(C(C(F)(F)F)(F)F)(F)F)(F)F)(F)F)(F)F)(F)F)(F)F)O (11β-fluoro-7α-{5-[(4,4,5,5,6,6,7,7,8,8,9,9,10,10,11,11,11-heptadecafluor-undecyl)-methyl-amino]-pentyl}-estra-1,3,5(10)-triene-3,17β-diol). Reaction SMILES: BrC[CH2:3][CH2:4][CH2:5][CH2:6][C@@H:7]1[CH2:24][C:23]2[CH:22]=[C:21]([OH:25])[CH:20]=[CH:19][C:18]=2[C@@H:17]2[C@@H:8]1[C@H:9]1[C@@:13]([CH2:15][C@@H:16]2[F:26])([CH3:14])[CH:12]([OH:27])[CH2:11][CH2:10]1.[F:28][C:29]([F:57])([C:35]([F:56])([F:55])[C:36]([F:54])([F:53])[C:37]([F:52])([F:51])[C:38]([F:50])([F:49])[C:39]([F:48])([F:47])[C:40]([F:46])([F:45])[C:41]([F:44])([F:43])[F:42])[CH2:30][CH2:31][CH2:32][NH:33][CH3:34].[Cl-].[Na+].[CH3:60]N1CCCC1=O>>[F:26][C@H:16]1[CH2:15][C@@:13]2([CH3:14])[C@@H:9]([CH2:10][CH2:11][C@@H:12]2[OH:27])[C@H:8]2[C@H:17]1[C:18]1[CH:19]=[CH:20][C:21]([OH:25])=[CH:22][C:23]=1[CH2:24][C@H:7]2[CH2:6][CH2:5][CH2:4][CH2:3][CH2:34][N:33]([CH2:32][CH2:31][CH2:30][C:29]([F:57])([F:28])[C:35]([F:55])([F:56])[C:36]([F:53])([F:54])[C:37]([F:51])([F:52])[C:38]([F:49])([F:50])[C:39]([F:47])([F:48])[C:40]([F:45])([F:46])[C:41]([F:44])([F:43])[F:42])[CH3:60] |f:2.3|. Reported procedure: A solution of 466 mg of 7α-(5-bromopentyl)-11β-fluor-estra-1,3,5(10)-triene-3,17-diol in 10 ml of 1-methyl-2-pyrrolidinone is stirred with 1.47 g of (4,4,5,5,6,6,7,7,8,8,9,9,10,10,11,11,11-heptadecafluor-undecyl)-methyl-amine for 3 hours at a bath temperature of 80° C. For working-up, the batch is added to saturated sodium chloride solution, extracted with ether, dried on sodium sulfate, concentrated by evaporation in a vacuum and chromatographed on silica gel with ethyl acetate/methanol. 524 mg... The reactants are methylsuccinic acid ester, CC1COCC1 (3-methyltetrahydrofuran), C(#N)CC(C(=O)OC)C (methyl 3-cyanoisobutyrate). Product: C(N)(=O)CC(C(=O)OC)C (methyl 3-carbamoylisobutyrate). Reaction SMILES: CC1CC[O:4]C1.[C:7]([CH2:9][CH:10]([CH3:15])[C:11]([O:13][CH3:14])=[O:12])#[N:8]>>[C:7]([CH2:9][CH:10]([CH3:15])[C:11]([O:13][CH3:14])=[O:12])(=[O:4])[NH2:8]. Procedure: A process for producing 3-methyltetrahydrofuran, wherein in a first step, prussic acid is reacted with methyl methacrylate to produce methyl 3-cyanoisobutyrate. The methyl 3-cyanoisobutyrate is then reacted with water and sulfuric acid to produce a resultant product which is reacted with a C1 -C8 aliphatic alcohol to produce a methylsuccinic acid ester. The methylsuccinic acid ester is catalytically hydrogenated to prepare the 3-methyltetrahydrofuran. Alternatively, the methyl 3-cyanoisobutyrate... The reactants are CS(=O)(=O)C1=CC=C(C=C1)NCC=1C=C(C=CC1)C=1C=C(C=C2C=CC=NC12)C(C#N)(C)C (2-(8-{3-[(4-methanesulfonyl-phenylamino)-methyl]-phenyl}-quinolin-6-yl)-2-methyl-propionitrile), C(C1=CC=CC=C1)(=O)Cl (benzoyl chloride). Yields the product C(#N)C(C=1C=C2C=CC=NC2=C(C1)C=1C=C(CN(C(C2=CC=CC=C2)=O)C2=CC=C(C=C2)S(=O)(=O)C)C=CC1)(C)C (N-{3-[6-(Cyano-dimethyl-methyl)-quinolin-8-yl]-benzyl}-N-(4-methanesulfonyl-phenyl)-benzamide). As a reaction SMILES: [CH3:1][S:2]([C:5]1[CH:10]=[CH:9][C:8]([NH:11][CH2:12][C:13]2[CH:14]=[C:15]([C:19]3[CH:20]=[C:21]([C:29]([CH3:33])([CH3:32])[C:30]#[N:31])[CH:22]=[C:23]4[C:28]=3[N:27]=[CH:26][CH:25]=[CH:24]4)[CH:16]=[CH:17][CH:18]=2)=[CH:7][CH:6]=1)(=[O:4])=[O:3].[C:34](Cl)(=[O:41])[C:35]1[CH:40]=[CH:39][CH:38]=[CH:37][CH:36]=1>>[C:30]([C:29]([CH3:33])([CH3:32])[C:21]1[CH:22]=[C:23]2[C:28](=[C:19]([C:15]3[CH:14]=[C:13]([CH:18]=[CH:17][CH:16]=3)[CH2:12][N:11]([C:8]3[CH:9]=[CH:10][C:5]([S:2]([CH3:1])(=[O:4])=[O:3])=[CH:6][CH:7]=3)[C:34](=[O:41])[C:35]3[CH:40]=[CH:39][CH:38]=[CH:37][CH:36]=3)[CH:20]=1)[N:27]=[CH:26][CH:25]=[CH:24]2)#[N:31]. Reported procedure: Prepared according to the procedure described in EXAMPLE 36 (Step 2 and 3) but using 2-(8-{3-[(4-methanesulfonyl-phenylamino)-methyl]-phenyl}-quinolin-6-yl)-2-methyl-propionitrile and benzoyl chloride as the starting materials. Reactants: BrC1=C(C(=NN1C)C)OC1=C(C=C(C=C1)F)Cl (5-bromo-4-(2-chloro-4-fluorophenoxy)-1,3-dimethyl-1H-pyrazole), BrC1=C(C(=NN1C)C)OC1=C(C=C(C=C1)F)Cl (5-bromo-4-(2-chloro-4-fluorophenoxy)-1,3-dimethyl-1H-pyrazole), FC1=C(C=CC(=C1)F)B(O)O (2,4-difluorophenylboronic acid), C([O-])([O-])=O.[K+].[K+] (potassium carbonate). The reagents and catalysts are C=1C=CC(=CC1)[P](C=2C=CC=CC2)(C=3C=CC=CC3)[Pd]([P](C=4C=CC=CC4)(C=5C=CC=CC5)C=6C=CC=CC6)([P](C=7C=CC=CC7)(C=8C=CC=CC8)C=9C=CC=CC9)[P](C=1C=CC=CC1)(C=1C=CC=CC1)C=1C=CC=CC1 (tetrakis(triphenylphosphine)palladium). Run in COCCOC.O (1,2-dimethoxyethane water). Run at temperature 80 celsius. The product is ClC1=C(OC=2C(=NN(C2C2=C(C=C(C=C2)F)F)C)C)C=CC(=C1)F (4-(2-chloro-4-fluorophenoxy)-5-(2,4-difluorophenyl)-1,3-dimethyl-1H-pyrazole). RXN SMILES: Br[C:2]1[N:6]([CH3:7])[N:5]=[C:4]([CH3:8])[C:3]=1[O:9][C:10]1[CH:15]=[CH:14][C:13]([F:16])=[CH:12][C:11]=1[Cl:17].[F:18][C:19]1[CH:24]=[C:23]([F:25])[CH:22]=[CH:21][C:20]=1B(O)O.C(=O)([O-])[O-].[K+].[K+]>COCCOC.O.C1C=CC([P]([Pd]([P](C2C=CC=CC=2)(C2C=CC=CC=2)C2C=CC=CC=2)([P](C2C=CC=CC=2)(C2C=CC=CC=2)C2C=CC=CC=2)[P](C2C=CC=CC=2)(C2C=CC=CC=2)C2C=CC=CC=2)(C2C=CC=CC=2)C2C=CC=CC=2)=CC=1>[Cl:17][C:11]1[CH:12]=[C:13]([F:16])[CH:14]=[CH:15][C:10]=1[O:9][C:3]1[C:4]([CH3:8])=[N:5][N:6]([CH3:7])[C:2]=1[C:22]1[CH:21]=[CH:20][C:19]([F:18])=[CH:24][C:23]=1[F:25] |f:2.3.4,5.6,^1:45,47,66,85|. Reported procedure: A mixture of 5-bromo-4-(2-chloro-4-fluorophenoxy)-1,3-dimethyl-1H-pyrazole (i.e. the product of Step C) (250 mg, 0.78 mmol) in 1,2-dimethoxyethane/water (5 mL, 2:1) was sparged with a subsurface stream of argon for 30 minutes, and then 2,4-difluorophenylboronic acid (371 mg, 2.34 mmol), potassium carbonate (1.08 g, 7.82 mmol) and tetrakis(triphenylphosphine)palladium (90 mg, 0.078 mmol) were added. The reaction mixture was heated to 80° C. for 15 h, and then cooled and extracted with ethyl aceta...